From a dataset of the Open Reaction Database (ORD), a public repository of structured organic reaction records. describe an organic reaction: reactants, conditions, products, and yield Starting materials: CC(=O)OC(C(=O)Nc1ccc(C(F)(F)F)cc1)c1ccc(Br)cc1, C1CCOC1, O. Yields the product O=C(Nc1ccc(C(F)(F)F)cc1)C(O)c1ccc(Br)cc1. RXN SMILES: [Br:1][c:2]1[cH:3][cH:4][c:5]([CH:8]([C:9]([NH:10][c:11]2[cH:12][cH:13][c:14]([C:17]([F:18])([F:19])[F:20])[cH:15][cH:16]2)=[O:21])[O:22][C:23](=[O:24])[CH3:25])[cH:6][cH:7]1.[CH2:26]1[O:27][CH2:28][CH2:29][CH2:30]1.[OH2:31]>>[Br:1][c:2]1[cH:3][cH:4][c:5]([CH:8]([C:9]([NH:10][c:11]2[cH:12][cH:13][c:14]([C:17]([F:18])([F:19])[F:20])[cH:15][cH:16]2)=[O:21])[OH:22])[cH:6][cH:7]1. Starting materials: N1[C@H](C(=O)O)CCC1 (L-proline), [OH-].[Na+] (sodium hydroxide), C(C)(=O)SCC(C(=O)O)CCCN (2-acetylthiomethyl-5-aminopentanoic acid), C1=CC(=CC=C1[N+](=O)[O-])OC(=O)C(F)(F)F (p-nitrophenyltrifluoroacetate). Run in O (water), N1=CC=CC=C1 (pyridine). Reaction conditions: time 4 hour. The product is C(C)(=O)SCC(C(=O)N1[C@H](C(=O)O)CCC1)CCCNC(C(F)(F)F)=O (1-[2-acetylthiomethyl-5-(trifluoroacetylamino)pentanoyl]-L-proline). As a reaction SMILES: [C:1]([S:4][CH2:5][CH:6]([CH2:10][CH2:11][CH2:12][NH2:13])[C:7]([OH:9])=O)(=[O:3])[CH3:2].C1C([N+]([O-])=O)=CC=C(O[C:24]([C:26]([F:29])([F:28])[F:27])=[O:25])C=1.[NH:30]1[CH2:37][CH2:36][CH2:35][C@H:31]1[C:32]([OH:34])=[O:33].[OH-].[Na+]>N1C=CC=CC=1.O>[C:1]([S:4][CH2:5][CH:6]([CH2:10][CH2:11][CH2:12][NH:13][C:24](=[O:25])[C:26]([F:27])([F:28])[F:29])[C:7]([N:30]1[CH2:37][CH2:36][CH2:35][C@H:31]1[C:32]([OH:34])=[O:33])=[O:9])(=[O:3])[CH3:2] |f:3.4|. Procedure: A mixture of 2-acetylthiomethyl-5-aminopentanoic acid (2.05 g.) and p-nitrophenyltrifluoroacetate (5.6 g.) in pyridine (10 ml.) is stirred at room temperature for four hours, and then added dropwise to a vigorously stirred solution of L-proline (1.55 g.) in water (10 ml.) while keeping the pH at 9 with careful addition of 2N sodium hydroxide. When the consumption of sodium hydroxide stops, the reaction mixture is acidified with hydrochloric acid and extracted with ethyl acetate. The solvent is r... Reactants: OC(C(=O)O)C1C(N(CCS1)C1=CC=C(C=C1)C)=O (2-hydroxy-2-[3-oxo-4-(p-tolyl)thiomorpholin-2-yl]acetic acid), FC1(CCNCC1)F (4,4-difluoropiperidine), NC1=CC=C(C=C1)C=1NOC(N1)=O (3-(4-aminophenyl)-1,2,4-oxadiazol-5(2H)-one), IC=1C=C(C(=O)O)C=CC1 (3-iodobenzoic acid). The product is OC(C(=O)NC1=CC=C(C=C1)C1=NOC(N1)=O)C1C(N(CCS1)C1=CC=C(C=C1)C)=O (2-hydroxy-N-[4-(5-oxo-4H-1,2,4-oxadiazol-3-yl)phenyl]-2-[3-oxo-4-(p-tolyl)thiomorpholin-2-yl]acetamide). Yield: 60.4%. Reaction SMILES: [OH:1][CH:2]([CH:6]1[S:11][CH2:10][CH2:9][N:8]([C:12]2[CH:17]=[CH:16][C:15]([CH3:18])=[CH:14][CH:13]=2)[C:7]1=[O:19])[C:3]([OH:5])=O.[NH2:20][C:21]1[CH:26]=[CH:25][C:24]([C:27]2[NH:28][O:29][C:30](=[O:32])[N:31]=2)=[CH:23][CH:22]=1.IC1C=C(C=CC=1)C(O)=O.FC1(F)CCNCC1>>[OH:1][CH:2]([CH:6]1[S:11][CH2:10][CH2:9][N:8]([C:12]2[CH:17]=[CH:16][C:15]([CH3:18])=[CH:14][CH:13]=2)[C:7]1=[O:19])[C:3]([NH:20][C:21]1[CH:22]=[CH:23][C:24]([C:27]2[NH:31][C:30](=[O:32])[O:29][N:28]=2)=[CH:25][CH:26]=1)=[O:5]. Procedure: According to the Step 77-1 in synthetic method for EXAMPLE 77, compound 112-2 (0.55 g) and 3-(4-aminophenyl)-1,2,4-oxadiazol-5(2H)-one (0.52 g) were used instead of 3-iodobenzoic acid and 4,4-difluoropiperidine to obtain compound 112-3 (0.52 g) as a pale yellow amorphous solid. Reactants: [OH-].[K+] (potassium hydroxide), C(C)O (ethanol), CP(OCC)(=O)C1=C(C=CC(=C1)Cl)[N+](=O)[O-] (ethyl P-methyl-2-nitro-5-chlorophenylphosphinate). Reaction conditions: time 48 hour. The product is CP(OCC)(=O)C1=C(C=CC(=C1)OCC)[N+](=O)[O-] (ethyl P-methyl-2-nitro-5-ethoxyphenylphosphinate). As a reaction SMILES: [OH-].[K+].[CH3:3][P:4]([C:9]1[CH:14]=[C:13](Cl)[CH:12]=[CH:11][C:10]=1[N+:16]([O-:18])=[O:17])(=[O:8])[O:5][CH2:6][CH3:7].[CH2:19]([OH:21])[CH3:20]>>[CH3:3][P:4]([C:9]1[CH:14]=[C:13]([O:21][CH2:19][CH3:20])[CH:12]=[CH:11][C:10]=1[N+:16]([O-:18])=[O:17])(=[O:8])[O:5][CH2:6][CH3:7] |f:0.1|. Procedure details: To a solution of potassium hydroxide pellets (10.0 mmol) dissolved in ethanol (B 50 ml) is added ethyl P-methyl-2-nitro-5-chlorophenylphosphinate (20.0 mmol). The mixture is boiled for 48 hours and is then concentrated to a slurry. The residue is diluted with water, acidified with 10% HCl and extracted with ethyl acetate (2×). The combined extracts are washed with brine, dried and evaporated to yield ethyl P-methyl-2-nitro-5-ethoxyphenylphosphinate. Reactants: NC(CO)C1=CC=C(C=C1)F (2-amino-2-(4-fluorophenyl)ethan-1-ol), C([O-])([O-])=O.[K+].[K+] (potassium carbonate). The solvent is C(OCC)(OCC)=O (diethyl carbonate). Conditions: temperature 130 celsius, time 2.5 hour. Product: FC1=CC=C(C=C1)C1NC(OC1)=O (4-(4-Fluorophenyl)oxazolidin-2-one). Yield: 581.7%. RXN SMILES: [NH2:1][CH:2]([C:5]1[CH:10]=[CH:9][C:8]([F:11])=[CH:7][CH:6]=1)[CH2:3][OH:4].[C:12](=O)([O-])[O-:13].[K+].[K+]>C(=O)(OCC)OCC>[F:11][C:8]1[CH:9]=[CH:10][C:5]([CH:2]2[CH2:3][O:4][C:12](=[O:13])[NH:1]2)=[CH:6][CH:7]=1 |f:1.2.3|. Procedure details: 600 mg of 2-amino-2-(4-fluorophenyl)ethan-1-ol and 80 mg of potassium carbonate were suspended in 914 mg of diethyl carbonate, and the mixture was stirred at 130° C. for 2.5 hours, and further stirred at 100° C. for 2.5 hours while removing the ethanol that was generated. The reaction solution was diluted with ethyl acetate. The solution was washed in turn with water and brine and then dried over magnesium sulfate. The solvent was distilled off under reduced pressure to obtain 610 mg of the obje... The reactants are CC(C(=O)OCC)(C(=O)OCC)CC1=CC=C(C=C1)NC(C)=O (diethyl methyl-(4-acetamido)benzylmalonate), Cl (hydrochloric acid), C(O)([O-])=O (hydrogen carbonate). The product is CC(C(=O)OCC)(C(=O)OCC)CC1=CC=C(C=C1)N (diethyl methyl-(4-amino)benzylmalonate). As a reaction SMILES: [CH3:1][C:2]([CH2:13][C:14]1[CH:19]=[CH:18][C:17]([NH:20]C(=O)C)=[CH:16][CH:15]=1)([C:8]([O:10][CH2:11][CH3:12])=[O:9])[C:3]([O:5][CH2:6][CH3:7])=[O:4].Cl.C(=O)([O-])O>>[CH3:1][C:2]([CH2:13][C:14]1[CH:19]=[CH:18][C:17]([NH2:20])=[CH:16][CH:15]=1)([C:8]([O:10][CH2:11][CH3:12])=[O:9])[C:3]([O:5][CH2:6][CH3:7])=[O:4]. Procedure details: Mix diethyl methyl-(4-acetamido)benzylmalonate (5.01 g, 15.6 mmol) and 2N hydrochloric acid (65 mL) and heat at reflux for several hours. Cool to room temperature, basify with solid hydrogen carbonate and extract into ethyl ether (3×). Dry (MgSO4) and evaporate the solvent in vacuo to give diethyl methyl-(4-amino)benzylmalonate.